Dataset: the Open Reaction Database (ORD), a public repository of structured organic reaction records. Task: describe an organic reaction: reactants, conditions, products, and yield Starting materials: FC1=CC=C(CBr)C=C1 (4-fluorobenzyl bromide), NC1=NC=CC=C1O (2-amino-3-hydroxypyridine). The reagents and catalysts are CCCCCCCC[N+](C)(CCCCCCCC)CCCCCCCC.[Cl-] (Adogen 464). Solvent: [OH-].[Na+] (sodium hydroxide), ClCCl (dichloromethane). Conditions: time 16 hour. Product: NC1=NC=CC=C1OCC1=CC=C(C=C1)F (2-Amino-3-(4-fluorobenzyloxy)pyridine). As a reaction SMILES: [F:1][C:2]1[CH:9]=[CH:8][C:5]([CH2:6]Br)=[CH:4][CH:3]=1.[NH2:10][C:11]1[C:16]([OH:17])=[CH:15][CH:14]=[CH:13][N:12]=1>[OH-].[Na+].ClCCl.CCCCCCCC[N+](CCCCCCCC)(CCCCCCCC)C.[Cl-]>[NH2:10][C:11]1[C:16]([O:17][CH2:6][C:5]2[CH:8]=[CH:9][C:2]([F:1])=[CH:3][CH:4]=2)=[CH:15][CH:14]=[CH:13][N:12]=1 |f:2.3,5.6|. Procedure: A mixture of 4-fluorobenzyl bromide (75 g, 0.396 mol) and 2-amino-3-hydroxypyridine (39.6 g, 0.36 mol) in 40% aqueous sodium hydroxide solution (250 ml) and dichloromethane (250 ml) was treated with Adogen 464 (5 ml) and stirred vigorously at room temperature for 16 hours. The aqueous layer was extracted with dichloromethane and the combined organic layers washed with water, dried and evaporated. Chromatography (silica gel, chloroform) gave the product as an oil which later solidified (45.4 g, 4...